From a dataset of the Open Reaction Database (ORD), a public repository of structured organic reaction records. describe an organic reaction: reactants, conditions, products, and yield Reactants: C, CC(C)c1ccc(N(Cc2ccc(N(C)C)cc2)C(=O)C2CCCc3cc(OCc4ccccc4)ccc32)cc1, CO, O=C[O-], [NH4+], [Pd]. Product: CC(C)c1ccc(N(Cc2ccc(N(C)C)cc2)C(=O)C2CCCc3cc(O)ccc32)cc1. RXN SMILES: [C:47].[CH2:1]([c:2]1[cH:3][cH:4][cH:5][cH:6][cH:7]1)[O:8][c:9]1[cH:10][c:11]2[c:16]([cH:17][cH:18]1)[CH:15]([C:19](=[O:20])[N:21]([c:22]1[cH:23][cH:24][c:25]([CH:28]([CH3:29])[CH3:30])[cH:26][cH:27]1)[CH2:31][c:32]1[cH:33][cH:34][c:35]([N:38]([CH3:39])[CH3:40])[cH:36][cH:37]1)[CH2:14][CH2:13][CH2:12]2.[CH3:45][OH:46].[CH:41]([O-:42])=[O:43].[NH4+:44].[Pd:48]>>[OH:8][c:9]1[cH:10][c:11]2[c:16]([cH:17][cH:18]1)[CH:15]([C:19](=[O:20])[N:21]([c:22]1[cH:23][cH:24][c:25]([CH:28]([CH3:29])[CH3:30])[cH:26][cH:27]1)[CH2:31][c:32]1[cH:33][cH:34][c:35]([N:38]([CH3:39])[CH3:40])[cH:36][cH:37]1)[CH2:14][CH2:13][CH2:12]2. Starting materials: crude product, C(C)(C)N(CC)C(C)C (diisopropylethylamine), O-(N-succinium)-N,N,N′,N′-tetramethyl uronium tetrafluoroborate, C(=O)(O)C=1C(OC2=CC(=C(C=C2C1)Cl)O)=O (3-carboxy-6-chloro-7-hydroxy coumarin), C(C)(C)N(CC)C(C)C (DIEA), ClCOCC1=CC=CC=C1 (benzyl chloromethyl ether), CN(CCN)C (2-dimethyaminoethylamine). Solvent: C1CCOC1 (THF), CN(C)C=O (DMF), C1CCOC1 (THF). Conditions: time 20 minute. Product: O1C(=O)C(=CC2=CC=CC=C12)N (Coumarin Amine). The yield is 117.9%. As a reaction SMILES: C([C:4]1[C:5](=[O:16])[O:6][C:7]2[C:12]([CH:13]=1)=[CH:11][C:10](Cl)=[C:9](O)[CH:8]=2)(O)=O.C([N:20](C(C)C)CC)(C)C.ClCOCC1C=CC=CC=1.CN(C)CCN>C1COCC1.CN(C=O)C>[O:6]1[C:7]2[C:12](=[CH:11][CH:10]=[CH:9][CH:8]=2)[CH:13]=[C:4]([NH2:20])[C:5]1=[O:16]. Reported procedure: 241 mg 3-carboxy-6-chloro-7-hydroxy coumarin (1 mmol) dissolved in the mixture of 5 ml THF and 5 ml DMF was added 200 ul diisopropylethylamine (DIEA, 1.1 mmol) and 330 mg O-(N-succinium)-N,N,N′,N′-tetramethyl uronium tetrafluoroborate (TSTU, 1.1 mmol). After stirring at room temperature for 20 minutes under nitrogen atmosphere, the reaction mixture was added 400 ul of DIEA and 460 ul benzyl chloromethyl ether (BOM-Cl) and stirred for another 2 hours at room temperature. The resulted mixture was ... Starting materials: C1(=CC=CC=C1)C1=CCN2C(NC(C=3C=NN1C32)=O)=S (4,5-Dihydro-8-phenyl-5-thioxo-3H,6H-1,4,5a,8a-tetraazaacenaphthylen-3-one), [OH-].[Na+] (sodium hydroxide), C(C(C)C)N (isobutylamine), OO (hydrogen peroxide). Run in CN(C=O)C (N,N-di-methylformamide). Conditions: temperature 0 celsius, time 30 minute. The product is CC(CNC1=NC(C=2C=NN3C(=CCN1C32)C3=CC=CC=C3)=O)C (5-[(2-Methylpropyl)amino]-8-phenyl-3H,6H-1,4,5a,8a-tetraazaacenaphthylen-3-one). As a reaction SMILES: [C:1]1([C:7]2[N:17]3[C:18]4[N:10]([C:11](=S)[NH:12][C:13](=[O:19])[C:14]=4[CH:15]=[N:16]3)[CH2:9][CH:8]=2)[CH:6]=[CH:5][CH:4]=[CH:3][CH:2]=1.[OH-].[Na+].OO.[CH2:25]([NH2:29])[CH:26]([CH3:28])[CH3:27]>CN(C)C=O>[CH3:27][CH:26]([CH3:28])[CH2:25][NH:29][C:11]1[N:10]2[C:18]3[N:17]([C:7]([C:1]4[CH:6]=[CH:5][CH:4]=[CH:3][CH:2]=4)=[CH:8][CH2:9]2)[N:16]=[CH:15][C:14]=3[C:13](=[O:19])[N:12]=1 |f:1.2|. Procedure: To a solution of 500 mg of 4,5-dihydro-8-phenyl-5-thioxo-3H,6H-1,4,5a,8a-tetraazaacenaphthylen-3-one (prepared as described in Example 7) in 10.0 ml of N,N-di-methylformamide was added 1.8 ml of 1N sodium hydroxide. The reaction mixture was cooled to 0° C. in an ice bath, then 0.6 ml of 30% hydrogen peroxide was added to the mixture dropwise. The reaction mixture was stirred at 0° C. for about 30 minutes, then 1.0 ml of isobutylamine was added in one portion and the mixture was allowed to warm t... Reported procedure: To a stirring solution of 2.0 g (13.87 mmol) of methyl acetopyruvate in 40 mL of absolute ethanol at 0° C. is added 0.48 mL (15.27 mmol, 1.1 equiv) of hydrazine. The resultion solution is stirred for 1 h at RT then heated to reflux for 3 h. The solution is then cooled to RT and the solvent removed in vacuo to give 5-methyl-2H-pyrazole-3-carboxylic acid methyl ester as a clear yellow oil which is used without further purification: 1H NMR (CDCl3, 300 MHz) δ6.61 (s, 1H), 3.97 (s, 3H),2.40 (s, 3H). Starting materials: CC(=O)CC(=O)C(=O)OC (methyl acetopyruvate), NN (hydrazine). RXN SMILES: [CH3:1][C:2]([CH2:4][C:5]([C:7]([O:9][CH3:10])=[O:8])=O)=O.[NH2:11][NH2:12]>C(O)C>[CH3:10][O:9][C:7]([C:5]1[NH:11][N:12]=[C:2]([CH3:1])[CH:4]=1)=[O:8]. Run in C(C)O (ethanol). Run at time 1 hour. Yields the product COC(=O)C=1NN=C(C1)C (5-methyl-2H-pyrazole-3-carboxylic acid methyl ester).